The task is: describe an organic reaction: reactants, conditions, products, and yield. This data is from the Open Reaction Database (ORD), a public repository of structured organic reaction records. The reactants are CCOC(=O)C1(CCC(=O)OC(C)(C)C)SC(Nc2ccccc2C(F)(F)F)=NC1=O, C1CCOC1, CO, Cl, [Li+], [OH-], O, O. The product is CC(C)(C)OC(=O)CCC1SC(Nc2ccccc2C(F)(F)F)=NC1=O. As a reaction SMILES: [C:1]([CH3:2])([CH3:3])([CH3:4])[O:5][C:6]([CH2:7][CH2:8][C:9]1([C:26]([O:27][CH2:28][CH3:29])=[O:30])[C:10](=[O:25])[N:11]=[C:12]([NH:14][c:15]2[c:16]([C:21]([F:22])([F:23])[F:24])[cH:17][cH:18][cH:19][cH:20]2)[S:13]1)=[O:31].[CH2:32]1[O:33][CH2:34][CH2:35][CH2:36]1.[CH3:42][OH:43].[ClH:40].[Li+:38].[OH-:37].[OH2:39].[OH2:41]>>[C:1]([CH3:2])([CH3:3])([CH3:4])[O:5][C:6]([CH2:7][CH2:8][CH:9]1[C:10](=[O:25])[N:11]=[C:12]([NH:14][c:15]2[c:16]([C:21]([F:22])([F:23])[F:24])[cH:17][cH:18][cH:19][cH:20]2)[S:13]1)=[O:31]. Procedure: The thus obtained bisaminobenzothiazole compound [II] is added to an aqueous solution of an alkali metal hydroxide such as potassium hydroxide or sodium hydroxide in an inert gas atomosphere at a temperature of about 110° to about 130° C., and then the mixture is slowly heated to about 260° C. to conduct reaction until generation of ammonia is ceased. Then, the temperature is lowered down to about 200° C. After addition of water thereto, the reaction mixture is cooled down to room temperature. T... Starting materials: NC1=CC=CC2=C1N=C(S2)N (bisaminobenzothiazole), alkali metal hydroxide, [OH-].[K+] (potassium hydroxide), [OH-].[Na+] (sodium hydroxide), N (ammonia), Cl (hydrochloric acid). Run in O (water), C(C)(=O)O (acetic acid). Reaction conditions: temperature 260 celsius. Product: NC=1C(=C(C=CC1)S)N (bisaminothiophenol). RXN SMILES: [NH2:1][C:2]1[C:7]2[N:8]=C(N)[S:10][C:6]=2[CH:5]=[CH:4][CH:3]=1.[OH-].[K+].[OH-].[Na+].N.Cl>C(O)(=O)C.O>[NH2:1][C:2]1[C:7]([NH2:8])=[C:6]([SH:10])[CH:5]=[CH:4][CH:3]=1 |f:1.2,3.4|. The reactants are Cc1cccc(C)c1N1CCNCC1, FC(F)(Cl)c1nnc2ccc(Cl)nn12. Product: Cc1cccc(C)c1N1CCN(c2ccc3nnc(C(F)(F)Cl)n3n2)CC1. As a reaction SMILES: [CH3:1][c:2]1[c:3]([N:9]2[CH2:10][CH2:11][NH:12][CH2:13][CH2:14]2)[c:4]([CH3:8])[cH:5][cH:6][cH:7]1.[Cl:15][c:16]1[cH:17][cH:18][c:19]2[n:20]([n:21]1)[c:22]([C:25]([F:26])([F:27])[Cl:28])[n:23][n:24]2>>[CH3:1][c:2]1[c:3]([N:9]2[CH2:10][CH2:11][N:12]([c:16]3[cH:17][cH:18][c:19]4[n:20]([n:21]3)[c:22]([C:25]([F:26])([F:27])[Cl:28])[n:23][n:24]4)[CH2:13][CH2:14]2)[c:4]([CH3:8])[cH:5][cH:6][cH:7]1. Starting materials: C1(=CC=C(C=C1)C=O)C (p-tolualdehyde), S([O-])(O)=O.[Na+] (sodium bisulfite), [N+](=O)([O-])CC (1-nitroethane), [OH-].[Na+] (sodium hydroxide). Solvent: O (Water). Product: [N+](=O)([O-])C(C(O)C1=CC=C(C=C1)C)C (2-nitro-1-(p-tolyl)-1-propanol). Reaction SMILES: [C:1]1([CH3:9])[CH:6]=[CH:5][C:4]([CH:7]=[O:8])=[CH:3][CH:2]=1.S(=O)(O)[O-].[Na+].[N+:15]([CH2:18][CH3:19])([O-:17])=[O:16].[OH-].[Na+]>O>[N+:15]([CH:18]([CH3:19])[CH:7]([C:4]1[CH:5]=[CH:6][C:1]([CH3:9])=[CH:2][CH:3]=1)[OH:8])([O-:17])=[O:16] |f:1.2,4.5|. Reported procedure: The procedure of Example 1 was followed for the reaction of 120 g of p-tolualdehyde and 114 g of sodium bisulfite with 150 g of 1-nitroethane and 80 g of sodium hydroxide. Water was the solvent. The final product was a yellow liquid weighing 103 g: ir (film) 2.85 (m), 3.4 (m), 6.5 (s), 7.2 (m), 7.35 (m), 9.5 (m), 12.15 (m) microns; nmr (CDCl3) 7.12 (4H, s), 5.0 to 4.5 (2H, m), 2.95 (1H, s), 2.3 (3H, s), 1.4 and 1.2 (3H, doublet and doublets) ppm. Starting materials: O (water), BrC=1C=NC(=NC1)N([C@@H]1CC[C@H](CC1)C#CCO)C (trans-3-{4-[(5-Bromo-pyrimidin-2-yl)-methyl-amino]-cyclohexyl}-prop-2-yn-1-ol), CS(=O)(=O)Cl (methanesulfonylchloride), N1=CC=CC=C1 (pyridine). Reagents/catalysts: CN(C)C=1C=CN=CC1 (DMAP). The solvent is C(Cl)Cl (CH2Cl2). Run at time 3.5 hour. The product is BrC=1C=NC(=NC1)N([C@@H]1CC[C@H](CC1)C#CCOS(=O)(=O)C)C (trans-Methanesulfonic acid 3-{4-[(5-bromo-pyrimidin-2-yl)-methyl-amino]-cyclohexyl}-prop-2-ynyl ester). Yield: 103.3%. RXN SMILES: [Br:1][C:2]1[CH:3]=[N:4][C:5]([N:8]([CH3:19])[C@H:9]2[CH2:14][CH2:13][C@H:12]([C:15]#[C:16][CH2:17][OH:18])[CH2:11][CH2:10]2)=[N:6][CH:7]=1.[CH3:20][S:21](Cl)(=[O:23])=[O:22].N1C=CC=CC=1.O>C(Cl)Cl.CN(C1C=CN=CC=1)C>[Br:1][C:2]1[CH:7]=[N:6][C:5]([N:8]([CH3:19])[C@H:9]2[CH2:10][CH2:11][C@H:12]([C:15]#[C:16][CH2:17][O:18][S:21]([CH3:20])(=[O:23])=[O:22])[CH2:13][CH2:14]2)=[N:4][CH:3]=1. Procedure details: A solution of 420 mg (1.3 mmol) of trans-3-{4-[(5-Bromo-pyrimidin-2-yl)-methyl-amino]-cyclohexyl}-prop-2-yn-1-ol in 10 ml CH2Cl2 was treated at 0° C. with 0.11 ml (1.43 mmol) methanesulfonylchloride, 0.16 ml (1.95 mmol) pyridine and 159 mg (1.3 mmol) DMAP. The reaction was stirred for 3.5 h at room temperature, water (2 ml) was added and stirred for 5 min. After extraction with aqueous saturated NaHCO3/Et2O(3×), the organic phase was washed with aqueous 10% NaCl, dried over Na2SO4 and evaporated... Starting materials: Cc1ccccc1, O=C(Cl)OC(Cl)(Cl)Cl, CC1(C)Oc2c(N)ccc(Cl)c2C1=S. Yields the product CC1(C)Oc2c(N=C=O)ccc(Cl)c2C1=S. As a reaction SMILES: [CH3:23][c:24]1[cH:25][cH:26][cH:27][cH:28][cH:29]1.[Cl:15][C:16](=[O:17])[O:18][C:19]([Cl:20])([Cl:21])[Cl:22].[NH2:1][c:2]1[cH:3][cH:4][c:5]([Cl:14])[c:6]2[c:10]1[O:9][C:8]([CH3:11])([CH3:12])[C:7]2=[S:13]>>[N:1]([c:2]1[cH:3][cH:4][c:5]([Cl:14])[c:6]2[c:10]1[O:9][C:8]([CH3:11])([CH3:12])[C:7]2=[S:13])=[C:16]=[O:17]. Starting materials: Cl.Cl.OC[C@H]1CC[C@@H]2N(CCNC2)C1 ((7S,9aS)-7-hydroxymethyl-2,3,4,6,7,8,9,9a-octahydro-1H-pyrido[1,2-a]pyrazine dihydrochloride), ClC1=NC=C(C=C1)Cl (2,5-dichloropyridine), C([O-])([O-])=O.[Na+].[Na+] (sodium carbonate). The solvent is C(CC(C)C)O (isoamyl alcohol). Product: OC[C@H]1CC[C@@H]2N(CCN(C2)C2=NC=C(C=C2)Cl)C1 ((7S,9aS)-7-Hydroxymethyl-2-(5-chloropyridin-2-yl)-2,3,4,6,7,8,9,9a-octahydro-1H-pyrido[1,2-a]pyrazine). The yield is 59.3%. RXN SMILES: Cl.Cl.[OH:3][CH2:4][C@@H:5]1[CH2:14][N:9]2[CH2:10][CH2:11][NH:12][CH2:13][C@@H:8]2[CH2:7][CH2:6]1.Cl[C:16]1[CH:21]=[CH:20][C:19]([Cl:22])=[CH:18][N:17]=1.C(=O)([O-])[O-].[Na+].[Na+]>C(O)CC(C)C>[OH:3][CH2:4][C@@H:5]1[CH2:14][N:9]2[CH2:10][CH2:11][N:12]([C:16]3[CH:21]=[CH:20][C:19]([Cl:22])=[CH:18][N:17]=3)[CH2:13][C@@H:8]2[CH2:7][CH2:6]1 |f:0.1.2,4.5.6|. Procedure: A mixture of 2.5 g (10.3 mmol) of (7S,9aS)-7-hydroxymethyl-2,3,4,6,7,8,9,9a-octahydro-1H-pyrido[1,2-a]pyrazine dihydrochloride, 7.62 g (51.5 mmol) of 2,5-dichloropyridine, 5.45 g (51.5 mmol) of sodium carbonate and 100 mL of isoamyl alcohol was heated at reflux or 72 h. The mixture was cooled, the mixture filtered to remove solids and the solvent evaporated in vacuo. Purification by flash silica gel chromatography using 95:5 chloroform:methanol gave 1.72 g (59%) of the title compound. mp (base) ... Starting materials: C(C)(C)N1N=C(C(=C1)C=NO)C=1OC(=CC1)[N+](=O)[O-] (1-isopropyl-3-(5-nitro-2-furyl)pyrazole-4-carboxaldehydeoxime), S(=O)(Cl)Cl (thionyl chloride). The solvent is ClCCCl (1,2-dichloroethane). Yields the product C(C)(C)N1N=C(C(=C1)C#N)C=1OC(=CC1)[N+](=O)[O-] (1-isopropyl-3-(5-nitro-2-furyl)pyrazole-4-carbonitrile). Isolated yield 99.0%. RXN SMILES: [CH:1]([N:4]1[CH:8]=[C:7]([CH:9]=[N:10]O)[C:6]([C:12]2[O:13][C:14]([N+:17]([O-:19])=[O:18])=[CH:15][CH:16]=2)=[N:5]1)([CH3:3])[CH3:2].S(Cl)(Cl)=O>ClCCCl>[CH:1]([N:4]1[CH:8]=[C:7]([C:9]#[N:10])[C:6]([C:12]2[O:13][C:14]([N+:17]([O-:19])=[O:18])=[CH:15][CH:16]=2)=[N:5]1)([CH3:3])[CH3:2]. Procedure: Stir an admixture of 3.4 g of finely pulverized 1-isopropyl-3-(5-nitro-2-furyl)pyrazole-4-carboxaldehydeoxime in 15 ml of 1,2-dichloroethane with 1.8 g of thionyl chloride for 80 minutes at 55° C. Evaporate the resulting solution to dryness in vacuo and then evaporate to dryness twice more after mixing with 1,2-dichloroethane to obtain a 99% yield of 1-isopropyl-3-(5-nitro-2-furyl)pyrazole-4-carbonitrile [m.p. 181° to 182° C (from ethanol)]. The reactants are C(C)OC(=O)C1(C(C1)C=C)NC(=O)C1C(CC(C1)OC1=NC(=NC(=C1)C1=CC=C(C=C1)OC)OC)C(=O)O (2-(1-Ethoxycarbonyl-2-vinyl-cyclopropylcarbamoyl)-4-[2-methoxy-6-(4-methoxy-phenyl)-pyrimidin-4-yloxy]-cyclopentanecarboxylic acid), CNC=CCCCC (N-methylhexeneamine), CCN(C(C)C)C(C)C (DIEA), CN(C)C=O (DMF). Yields the product C(C)OC(=O)C1(C(C1)C=C)NC(=O)C1C(CC(C1)OC1=NC(=NC(=C1)C1=CC=C(C=C1)OC)OC)C(N(C)CCCCC=C)=O (1-({2-(Hex-5-enyl-methyl-carbamoyl)-4-[2-methoxy-6-(4-methoxy-phenyl)-pyrimidin-4-yloxy]-cyclopentanecarbonyl}-amino)-2-vinyl-cyclopropanecarboxylic acid ethyl ester). Isolated yield 82.0%. RXN SMILES: [CH2:1]([O:3][C:4]([C:6]1([NH:11][C:12]([CH:14]2[CH2:18][CH:17]([O:19][C:20]3[CH:25]=[C:24]([C:26]4[CH:31]=[CH:30][C:29]([O:32][CH3:33])=[CH:28][CH:27]=4)[N:23]=[C:22]([O:34][CH3:35])[N:21]=3)[CH2:16][CH:15]2C(O)=O)=[O:13])[CH2:8][CH:7]1[CH:9]=[CH2:10])=[O:5])[CH3:2].CN[CH:41]=[CH:42][CH2:43][CH2:44][CH2:45]C.CCN(C(C)C)C(C)C.[CH3:56][N:57]([CH:59]=[O:60])[CH3:58]>>[CH2:1]([O:3][C:4]([C:6]1([NH:11][C:12]([CH:14]2[CH2:18][CH:17]([O:19][C:20]3[CH:25]=[C:24]([C:26]4[CH:31]=[CH:30][C:29]([O:32][CH3:33])=[CH:28][CH:27]=4)[N:23]=[C:22]([O:34][CH3:35])[N:21]=3)[CH2:16][CH:15]2[C:59](=[O:60])[N:57]([CH2:58][CH2:45][CH2:44][CH2:43][CH:42]=[CH2:41])[CH3:56])=[O:13])[CH2:8][CH:7]1[CH:9]=[CH2:10])=[O:5])[CH3:2]. Procedure details: The acid 16c (1.2 g, 2 mmol) was reacted with N-methylhexeneamine (340 mg, 3.0 mmol) and DIEA (1.29 g, 10.0 mmol) in dry DMF (30 ml) according to the procedure described in Example 13 step c. Purification by column chromatography on silica gel gave the title compound, (1.02 g, 82%), (M+H)+621.